Dataset: the Open Reaction Database (ORD), a public repository of structured organic reaction records. Task: describe an organic reaction: reactants, conditions, products, and yield Starting materials: Cc1ccsc1C=O, O=CN1CCCCC1, O=CO, Cl, O. Product: Cc1ccsc1CN1CCCCC1. As a reaction SMILES: [CH3:1][c:2]1[c:3]([CH:7]=[O:8])[s:4][cH:5][cH:6]1.[CH:12](=[O:13])[N:14]1[CH2:15][CH2:16][CH2:17][CH2:18][CH2:19]1.[CH:9]([OH:10])=[O:11].[ClH:20].[OH2:21]>>[CH3:1][c:2]1[c:3]([CH2:7][N:14]2[CH2:15][CH2:16][CH2:17][CH2:18][CH2:19]2)[s:4][cH:5][cH:6]1. Starting materials: CC(C)(C)OC(=O)N1CCNCC1, CCN=C=NCCCN(C)C, ClC(Cl)Cl, Cl, O=C(O)c1cccc(C(F)(F)F)c1F, On1nnc2ccccc21. Yields the product CC(C)(C)OC(=O)N1CCN(C(=O)c2cccc(C(F)(F)F)c2F)CC1. As a reaction SMILES: [C:1](=[O:2])([O:3][C:4]([CH3:5])([CH3:6])[CH3:7])[N:8]1[CH2:9][CH2:10][NH:11][CH2:12][CH2:13]1.[CH3:15][N:16]([CH3:17])[CH2:18][CH2:19][CH2:20][N:21]=[C:22]=[N:23][CH2:24][CH3:25].[CH:50]([Cl:51])([Cl:52])[Cl:53].[ClH:14].[F:36][c:37]1[c:38]([C:39](=[O:40])[OH:41])[cH:42][cH:43][cH:44][c:45]1[C:46]([F:47])([F:48])[F:49].[OH:26][n:27]1[c:28]2[cH:29][cH:30][cH:31][cH:32][c:33]2[n:34][n:35]1>>[C:1](=[O:2])([O:3][C:4]([CH3:5])([CH3:6])[CH3:7])[N:8]1[CH2:9][CH2:10][N:11]([C:39]([c:38]2[c:37]([F:36])[c:45]([C:46]([F:47])([F:48])[F:49])[cH:44][cH:43][cH:42]2)=[O:40])[CH2:12][CH2:13]1. The reactants are N#CBr (cyanogen bromide), C(C)OC(CNCC1=C(C(=CC=C1N)Cl)Cl)=O (N-(6-amino-2,3-dichlorobenzyl)glycine ethyl ester). The solvent is C1(=CC=CC=C1)C (toluene), C1(=CC=CC=C1)C (toluene). Run at time 30 minute. Yields the product CCOC(=O)CN1CC2=C(C=CC(=C2Cl)Cl)N=C1N.Br (Ethyl 5,6-Dichloro-3,4-dihydro-2(1H)-iminoquinazoline-3-acetate Hydrobromide). Yield: 94.5%. RXN SMILES: [N:1]#[C:2][Br:3].[CH2:4]([O:6][C:7](=[O:20])[CH2:8][NH:9][CH2:10][C:11]1[C:16]([NH2:17])=[CH:15][CH:14]=[C:13]([Cl:18])[C:12]=1[Cl:19])[CH3:5]>C1(C)C=CC=CC=1>[CH3:5][CH2:4][O:6][C:7]([CH2:8][N:9]1[C:2]([NH2:1])=[N:17][C:16]2[CH:15]=[CH:14][C:13]([Cl:18])=[C:12]([Cl:19])[C:11]=2[CH2:10]1)=[O:20].[BrH:3] |f:3.4|. Procedure: A solution of cyanogen bromide (0.53 gm. 5 mmol) in toluene (10 ml.) was added to a solution of N-(6-amino-2,3-dichlorobenzyl)glycine ethyl ester (1.39 gm, 5 mmol) in toluene (10 ml.) and stirred at room temperature. There was an almost immediate precipitate. Stirring was continued for 30 minutes, and the reaction mixture was then heated to reflux and refluxed for 18 hours. After cooling, the solid was filtered off, washed with toluene and dried to give 1.81 gm (94.5%) of the title product. A po... Starting materials: C(C)OC1=C(C=C2C=CC(=NC2=C1)C1=NN=C2N1C=C(C=C2)[C@@H](C(F)(F)F)N2C[C@@](CC2)(C)NC(OC(C)(C)C)=O)F (tert-butyl (S)-1-((S)-1-(3-(7-ethoxy-6-fluoro quinolin-2-yl)-[1,2,4]triazolo[4,3-a]pyridin-6-yl)-2,2,2-trifluoroethyl)-3-methylpyrrolidin-3-ylcarbamate), Cl (HCl), O1CCOCC1 (dioxane). The solvent is C(Cl)Cl (DCM), O (water). Reaction conditions: time 1.5 hour. Yields the product C(C)OC1=C(C=C2C=CC(=NC2=C1)C1=NN=C2N1C=C(C=C2)[C@@H](C(F)(F)F)N2C[C@](CC2)(N)C)F ((S)-1-((S)-1-(3-(7-ethoxy-6-fluoroquinolin-2-yl)-[1,2,4]triazolo[4,3-a]pyridin-6-yl)-2,2,2-trifluoroethyl)-3-methylpyrrolidin-3-amine). The yield is 92.0%. RXN SMILES: [CH2:1]([O:3][C:4]1[CH:13]=[C:12]2[C:7]([CH:8]=[CH:9][C:10]([C:14]3[N:18]4[CH:19]=[C:20]([C@H:23]([N:28]5[CH2:32][CH2:31][C@@:30]([NH:34]C(=O)OC(C)(C)C)([CH3:33])[CH2:29]5)[C:24]([F:27])([F:26])[F:25])[CH:21]=[CH:22][C:17]4=[N:16][N:15]=3)=[N:11]2)=[CH:6][C:5]=1[F:42])[CH3:2].Cl.O1CCOCC1>C(Cl)Cl.O>[CH2:1]([O:3][C:4]1[CH:13]=[C:12]2[C:7]([CH:8]=[CH:9][C:10]([C:14]3[N:18]4[CH:19]=[C:20]([C@H:23]([N:28]5[CH2:32][CH2:31][C@:30]([CH3:33])([NH2:34])[CH2:29]5)[C:24]([F:26])([F:25])[F:27])[CH:21]=[CH:22][C:17]4=[N:16][N:15]=3)=[N:11]2)=[CH:6][C:5]=1[F:42])[CH3:2]. Reported procedure: A solution of tert-butyl (S)-1-((S)-1-(3-(7-ethoxy-6-fluoro quinolin-2-yl)-[1,2,4]triazolo[4,3-a]pyridin-6-yl)-2,2,2-trifluoroethyl)-3-methylpyrrolidin-3-ylcarbamate (5.406 g, 9.185 mmol) in DCM (40 mL) was added 4M HCl in dioxane (22.96 mL, 91.85 mmol) and stirred at ambient temperature for 1.5 h. The filtered precipitate was dissolved in water and basified (1N NaOH), extracted with ethyl acetate (3×200 mL), washed with brine (200 mL), dried (MgSO4), filtered concentrated under reduced pressure... Reactants: aniline aromatic rings, CS(=O)(=O)O.O=P12OP3(=O)OP(=O)(O1)OP(=O)(O2)O3 (Eaton's reagent), C1(=CC=CC=C1)C1=C2C(=NC=3C=CC=CC13)C1=CC=CC=C1C2=O (10-phenyl-11H-indeno[1,2-b]quinolin-11-one), C1(=CC=CC=C1)N1C2=CC=CC=C2C=2C=CC=CC12 (9-phenyl-9H-carbazole). Run in ClCCl (dichloromethane). The product is C1(=CC=CC=C1)C1=C2C(=NC=3C=CC=CC13)C1=CC=CC=C1C2(C=2C=CC=1N(C3=CC=CC=C3C1C2)C2=CC=CC=C2)C=2C=CC=1N(C3=CC=CC=C3C1C2)C2=CC=CC=C2 (10-phenyl-11,11-bis(9-phenyl-9H-carbazol-3-yl)-11H-indeno[1,2-b]quinoline). The yield is 83.8%. RXN SMILES: [C:1]1([C:7]2[C:16]3[CH:15]=[CH:14][CH:13]=[CH:12][C:11]=3[N:10]=[C:9]3[C:17]4[C:22]([C:23](=O)[C:8]=23)=[CH:21][CH:20]=[CH:19][CH:18]=4)[CH:6]=[CH:5][CH:4]=[CH:3][CH:2]=1.[C:25]1([N:31]2[C:43]3[CH:42]=[CH:41][CH:40]=[CH:39][C:38]=3[C:37]3[C:32]2=[CH:33][CH:34]=[CH:35][CH:36]=3)[CH:30]=[CH:29][CH:28]=[CH:27][CH:26]=1.CS(O)(=O)=O.O=P12OP3(OP(OP(O3)(O1)=O)(=O)O2)=O>ClCCl>[C:1]1([C:7]2[C:16]3[CH:15]=[CH:14][CH:13]=[CH:12][C:11]=3[N:10]=[C:9]3[C:17]4[C:22]([C:23]([C:40]5[CH:41]=[CH:42][C:43]6[N:31]([C:25]7[CH:30]=[CH:29][CH:28]=[CH:27][CH:26]=7)[C:32]7[C:37]([C:38]=6[CH:39]=5)=[CH:36][CH:35]=[CH:34][CH:33]=7)([C:40]5[CH:41]=[CH:42][C:43]6[N:31]([C:25]7[CH:26]=[CH:27][CH:28]=[CH:29][CH:30]=7)[C:32]7[C:37]([C:38]=6[CH:39]=5)=[CH:36][CH:35]=[CH:34][CH:33]=7)[C:8]=23)=[CH:21][CH:20]=[CH:19][CH:18]=4)[CH:6]=[CH:5][CH:4]=[CH:3][CH:2]=1 |f:2.3|. Procedure: The chemical compound can be obtained by performing nucleophilic addition reactions twice between starting materials and different aniline aromatic rings (e.g. carbazole or triphenylamine) along with using non-metal catalytic Eaton's reagents on different chemical equivalent basis. First, 10-phenyl-11H-indeno[1,2-b]quinolin-11-one (860 mg, 2.80 mmol) and 9-phenyl-9H-carbazole (1500 mg, 6.10 mmol) are placed in a round bottom flask and then dissolved in 5 ml of dichloromethane. Subsequently, 800 ... The reactants are N1=CC=C(C=C1)C1=NNC=2C3=C(CCC12)C=CC=C3 (3-(4-Pyridyl)-4,5-dihydro-1H-benzo[g]indazole), ClC=1C=C(C(=O)OO)C=CC1 (3-chloroperoxybenzoic acid). Solvent: O1CCCC1 (tetrahydrofuran). Run at temperature 57.5 celsius. Yields the product N1N=C(C=2CCC3=C(C12)C=CC=C3)C3=CC=[N+](C=C3)[O-] (4-(4,5-dihydro-1H-benzo[g]indazol-3-yl)pyridine 1-oxide). Reaction SMILES: [N:1]1[CH:6]=[CH:5][C:4]([C:7]2[C:15]3[CH2:14][CH2:13][C:12]4[CH:16]=[CH:17][CH:18]=[CH:19][C:11]=4[C:10]=3[NH:9][N:8]=2)=[CH:3][CH:2]=1.ClC1C=C(C=CC=1)C(OO)=[O:25]>O1CCCC1>[NH:9]1[C:10]2[C:11]3[CH:19]=[CH:18][CH:17]=[CH:16][C:12]=3[CH2:13][CH2:14][C:15]=2[C:7]([C:4]2[CH:3]=[CH:2][N+:1]([O-:25])=[CH:6][CH:5]=2)=[N:8]1. Procedure details: 3-(4-Pyridyl)-4,5-dihydro-1H-benzo[g]indazole (100 mg, compound commercially available from Aldrich) was dissolved in tetrahydrofuran (5-10 ml) with warming and then 3-chloroperoxybenzoic acid (1.25 molar equivalents of 70-75% pure material) was added. The mixture was heated at 55-60° C. for 4 hours. A precipitate was collected by filtration, washed with tetrahydrofuran and then ether to give 4-(4,5-dihydro-1H-benzo[g]indazol-3-yl)pyridine 1-oxide. Reactants: C(C1=CC=CC=C1)(=O)CBr (benzoylmethyl bromide), CN(C1=C(C=CC(=C1)OC1=C(C=C(C=C1)C(F)(F)F)Cl)[N+](=O)[O-])O (N-methyl-N-[2-nitro-5-(2-chloro-4-trifluoromethylphenoxy)phenyl]hydroxyamine). Yields the product CN(C1=C(C=CC(=C1)OC1=C(C=C(C=C1)C(F)(F)F)Cl)[N+](=O)[O-])OCC(C1=CC=CC=C1)=O (N-methyl-N-[2-nitro-5-(2-chloro-4-trifluoromethylphenoxy)phenyl]benzoylmethoxyamine). As a reaction SMILES: [C:1]([CH2:9]Br)(=[O:8])[C:2]1[CH:7]=[CH:6][CH:5]=[CH:4][CH:3]=1.[CH3:11][N:12]([OH:34])[C:13]1[CH:18]=[C:17]([O:19][C:20]2[CH:25]=[CH:24][C:23]([C:26]([F:29])([F:28])[F:27])=[CH:22][C:21]=2[Cl:30])[CH:16]=[CH:15][C:14]=1[N+:31]([O-:33])=[O:32]>>[CH3:11][N:12]([O:34][CH2:9][C:1](=[O:8])[C:2]1[CH:7]=[CH:6][CH:5]=[CH:4][CH:3]=1)[C:13]1[CH:18]=[C:17]([O:19][C:20]2[CH:25]=[CH:24][C:23]([C:26]([F:28])([F:27])[F:29])=[CH:22][C:21]=2[Cl:30])[CH:16]=[CH:15][C:14]=1[N+:31]([O-:33])=[O:32]. Procedure: Following the procedure of Example 14, benzoylmethyl bromide is reacted with N-methyl-N-[2-nitro-5-(2-chloro-4-trifluoromethylphenoxy)phenyl]hydroxyamine to give N-methyl-N-[2-nitro-5-(2-chloro-4-trifluoromethylphenoxy)phenyl]benzoylmethoxyamine (IVA; R3 is H, n is one, and R4 is phenyl).